This data is from the Open Reaction Database (ORD), a public repository of structured organic reaction records. The task is: describe an organic reaction: reactants, conditions, products, and yield Starting materials: CCOC(=O)C(CBr)=NO, Brc1cc(Br)c2cc[nH]c2c1, O=C([O-])[O-], ClCCl, CCOC(C)=O, [K+], [K+]. Reaction SMILES: [Br:18][CH2:19][C:20]([C:21](=[O:22])[O:23][CH2:24][CH3:25])=[N:26][OH:27].[Br:1][c:2]1[c:3]2[cH:4][cH:5][nH:6][c:7]2[cH:8][c:9]([Br:11])[cH:10]1.[C:12](=[O:13])([O-:14])[O-:15].[CH2:28]([Cl:29])[Cl:30].[CH3:31][CH2:32][O:33][C:34](=[O:35])[CH3:36].[K+:16].[K+:17]>>[Br:1][c:2]1[c:3]2[c:4]([CH2:19][C:20]([C:21](=[O:22])[O:23][CH2:24][CH3:25])=[N:26][OH:27])[cH:5][nH:6][c:7]2[cH:8][c:9]([Br:11])[cH:10]1. The product is CCOC(=O)C(Cc1c[nH]c2cc(Br)cc(Br)c12)=NO. Starting materials: [N+](=O)([O-])C1=C(C=CC(=C1)N)N (2-nitro-1,4-phenylenediamine), COC1OC(CC1)OC (2,5-dimethoxytetrahydrofuran). Solvent: CC(=O)O (HOAc). Product: [N+](=O)([O-])C1=C(C=CC(=C1)N1C=CC=C1)N (2-Nitro-4-pyrrol-1-yl-phenylamine), solid. As a reaction SMILES: [N+:1]([C:4]1[CH:9]=[C:8]([NH2:10])[CH:7]=[CH:6][C:5]=1[NH2:11])([O-:3])=[O:2].CO[CH:14]1[CH2:18][CH2:17][CH:16](OC)O1>CC(O)=O>[N+:1]([C:4]1[CH:9]=[C:8]([N:10]2[CH:14]=[CH:18][CH:17]=[CH:16]2)[CH:7]=[CH:6][C:5]=1[NH2:11])([O-:3])=[O:2]. Reported procedure: The title compound was prepared from 2-nitro-1,4-phenylenediamine [CAS-No. 5307-14-2] (20 g, 131 mmol) and 2,5-dimethoxytetrahydrofuran (18.3 mL, 135 mmol) in HOAc (37 mL) at 95° C. for 3 h according to the general procedure F. Obtained as a red solid (13.5 g).